describe an organic reaction: reactants, conditions, products, and yield From a dataset of the Open Reaction Database (ORD), a public repository of structured organic reaction records. Starting materials: C(=O)=O (Carbon dioxide), N[C@@H](CCCNC(N)=N)C(=O)O (arginine). The solvent is O (water), O (water). Run at time 36 hour. The product is C(O)(O)=O.N[C@@H](CCCNC(N)=N)C(=O)O (arginine bicarbonate). Yield: 40.0%. Reaction SMILES: [C:1](=[O:3])=[O:2].[NH2:4][C@H:5]([C:13]([OH:15])=[O:14])[CH2:6][CH2:7][CH2:8][NH:9][C:10](=[NH:12])[NH2:11]>O>[C:1](=[O:14])([OH:3])[OH:2].[NH2:4][C@H:5]([C:13]([OH:15])=[O:14])[CH2:6][CH2:7][CH2:8][NH:9][C:10](=[NH:11])[NH2:12] |f:3.4|. Procedure details: Arginine bicarbonate may be produced by bubbling carbon dioxide gas through a saturated arginine aqueous solution at room temperature and pressure. U.S. Pat. No. 6,217,851 describes preparing arginine bicarbonate from arginine hydroxide by bubbling carbon dioxide or by adding dry ice in excess into a solution of arginine free base. However, the efficiency of the existing process needs to be improved. The existing process is slow, requiring 24 to 48 hours to complete the reaction. Carbon dioxide ... The reactants are C(O)([O-])=O.[Na+] (sodium hydrogencarbonate), [H-].[Na+] (sodium hydride), compound, OC1=CC(N(C2=NC=CC=C12)C1=CC(=CC=C1)OC(F)(F)F)=O (4-hydroxy-1-(3-trifluoromethoxyphenyl)-1,8-naphthyridin-2(1H)-one), [H][H] (hydrogen), C1(=CC=CC=C1)C(C(=O)Cl)C (2-phenylpropionyl chloride). Run in CN(C)C=O (DMF). Reaction conditions: time 1 hour. The product is C1(=CC=CC=C1)C(C(=O)OC1=CC(N(C2=NC=CC=C12)C1=CC(=CC=C1)OC(F)(F)F)=O)C (4-(2-phenylpropionyloxy)-1-(3-trifluoromethoxyphenyl)-1,8-naphthyridin-2(1H)-one), crystal. Isolated yield 84.0%. As a reaction SMILES: [OH:1][C:2]1[C:11]2[C:6](=[N:7][CH:8]=[CH:9][CH:10]=2)[N:5]([C:12]2[CH:17]=[CH:16][CH:15]=[C:14]([O:18][C:19]([F:22])([F:21])[F:20])[CH:13]=2)[C:4](=[O:23])[CH:3]=1.[H-].[Na+].[H][H].[C:28]1([CH:34]([CH3:38])[C:35](Cl)=[O:36])[CH:33]=[CH:32][CH:31]=[CH:30][CH:29]=1.C(=O)([O-])O.[Na+]>CN(C=O)C>[C:28]1([CH:34]([CH3:38])[C:35]([O:1][C:2]2[C:11]3[C:6](=[N:7][CH:8]=[CH:9][CH:10]=3)[N:5]([C:12]3[CH:17]=[CH:16][CH:15]=[C:14]([O:18][C:19]([F:22])([F:20])[F:21])[CH:13]=3)[C:4](=[O:23])[CH:3]=2)=[O:36])[CH:33]=[CH:32][CH:31]=[CH:30][CH:29]=1 |f:1.2,5.6|. Reported procedure: In accordance with a process described in JP-61-246183A, 4-hydroxy-1-(3-trifluoromethoxyphenyl)-1,8-naphthyridin-2(1H)-one was synthesized. To a suspension of the synthesized compound (967 mg, 3.0 mmol) in DMF (24 mL) was added sodium hydride (purity of about 60%, 120 mg, 1.0 eq.). The mixture was stirred until no more hydrogen was generated, to obtain a solution. Then, 2-phenylpropionyl chloride (1.2 eq.) was added thereto, and the mixture was stirred at a room temperature for 1 hour. To the mi... Reactants: O=C(O)CNC(=O)OCc1ccccc1, ClCCCl, COC(CNCc1ccc(F)cc1)OC, CCN(C(C)C)C(C)C, CN(C)C=O, On1nnc2ccccc21. The product is COC(CN(Cc1ccc(F)cc1)C(=O)CNC(=O)OCc1ccccc1)OC. RXN SMILES: [C:16](=[O:17])([O:18][CH2:19][c:20]1[cH:21][cH:22][cH:23][cH:24][cH:25]1)[NH:26][CH2:27][C:28](=[O:29])[OH:30].[CH2:31]([Cl:32])[CH2:33][Cl:34].[CH3:1][O:2][CH:3]([CH2:4][NH:5][CH2:6][c:7]1[cH:8][cH:9][c:10]([F:13])[cH:11][cH:12]1)[O:14][CH3:15].[CH:50]([N:51]([CH2:52][CH3:53])[CH:54]([CH3:55])[CH3:56])([CH3:57])[CH3:58].[O:45]=[CH:46][N:47]([CH3:48])[CH3:49].[OH:35][n:36]1[c:37]2[c:38]([cH:39][cH:40][cH:41][cH:42]2)[n:43][n:44]1>>[CH3:1][O:2][CH:3]([CH2:4][N:5]([CH2:6][c:7]1[cH:8][cH:9][c:10]([F:13])[cH:11][cH:12]1)[C:28]([CH2:27][NH:26][C:16](=[O:17])[O:18][CH2:19][c:20]1[cH:21][cH:22][cH:23][cH:24][cH:25]1)=[O:29])[O:14][CH3:15]. Starting materials: C(CCCCCCCCCCCCCCCCC)=[N+](CCCCCCCCCCCCCCCCCC)[O-] (N-(1-octadecylidene)octadecylamine N-oxide), P(OCCCC)(OCCCC)OCCCC (tri-n-butyl phosphite), C(CCC)I (n-butyl iodide). Run at temperature 70 celsius. Yields the product C(CCCCCCCCCCCCCCCCC)N(OCCCC)C(CCCCCCCCCCCCCCCCC)P(OCCCC)(OCCCC)=O (Dibutyl P-[1-(N-Octadecyl-N-butoxyamino)octadecyl]phosphonate). Yield: 34.6%. Reaction SMILES: [CH:1](=[N+:19]([O-:38])[CH2:20][CH2:21][CH2:22][CH2:23][CH2:24][CH2:25][CH2:26][CH2:27][CH2:28][CH2:29][CH2:30][CH2:31][CH2:32][CH2:33][CH2:34][CH2:35][CH2:36][CH3:37])[CH2:2][CH2:3][CH2:4][CH2:5][CH2:6][CH2:7][CH2:8][CH2:9][CH2:10][CH2:11][CH2:12][CH2:13][CH2:14][CH2:15][CH2:16][CH2:17][CH3:18].[P:39]([O:50]CCCC)([O:45][CH2:46][CH2:47][CH2:48][CH3:49])[O:40][CH2:41][CH2:42][CH2:43][CH3:44].[CH2:55](I)[CH2:56][CH2:57][CH3:58]>>[CH2:1]([N:19]([CH:20]([P:39](=[O:50])([O:45][CH2:46][CH2:47][CH2:48][CH3:49])[O:40][CH2:41][CH2:42][CH2:43][CH3:44])[CH2:21][CH2:22][CH2:23][CH2:24][CH2:25][CH2:26][CH2:27][CH2:28][CH2:29][CH2:30][CH2:31][CH2:32][CH2:33][CH2:34][CH2:35][CH2:36][CH3:37])[O:38][CH2:55][CH2:56][CH2:57][CH3:58])[CH2:2][CH2:3][CH2:4][CH2:5][CH2:6][CH2:7][CH2:8][CH2:9][CH2:10][CH2:11][CH2:12][CH2:13][CH2:14][CH2:15][CH2:16][CH2:17][CH3:18]. Procedure details: Following the procedure of Example 7, the title compound is prepared from 10.0 g (18 mmol) of N-(1-octadecylidene)octadecylamine N-oxide, 7.0 g (28 mmol) of tri-n-butyl phosphite and 5.15 g (28 mmol) of n-butyl iodide by heating at 70° C. for 16 hours. The residue is purified by flash chromatography (10:1 hexane:ethyl acetate eluent) followed by HPLC to give 4.9 g (35% yield) of the title compound as a white solid melting at 38°-40° C. Starting materials: C(\C=C\C)(=O)Cl (Crotonyl chloride), ClC1=C(C(=CC(=C1)Cl)[N+](=O)[O-])O (2,4-dichloro-6-nitrophenol). Solvent: C(Cl)Cl (methylene chloride), C(Cl)Cl (methylene chloride). Conditions: time 24 hour. Yields the product C(\C=C\C)(=O)OC1=C(C=C(C=C1[N+](=O)[O-])Cl)Cl (2,4-dichloro-6-nitrophenyl crotonate). As a reaction SMILES: [C:1](Cl)(=[O:5])/[CH:2]=[CH:3]/[CH3:4].[Cl:7][C:8]1[CH:13]=[C:12]([Cl:14])[CH:11]=[C:10]([N+:15]([O-:17])=[O:16])[C:9]=1[OH:18]>C(Cl)Cl>[C:1]([O:18][C:9]1[C:10]([N+:15]([O-:17])=[O:16])=[CH:11][C:12]([Cl:14])=[CH:13][C:8]=1[Cl:7])(=[O:5])/[CH:2]=[CH:3]/[CH3:4]. Procedure details: Crotonyl chloride (7 ml) was added to a solution of 2,4-dichloro-6-nitrophenol (10.3 g) in methylene chloride (20 ml) and the mixture was heated under reflux for 12 hours. The solution was diluted with further methylene chloride (200 ml) and extracted several times with a 10% sodium hydroxide solution. The organic layer was washed with water dried (Na2SO4) and the solvent removed under reduced pressure to give a pale brown oil which crystallised on standing for 24 hours 2,4-dichloro-6-nitropheny... Reactants: Cl.N[C@@H]1C(N(CC1)CC=1C=C(C#N)C=CC1)=O (3-(3-(S)-amino-2-oxopyrrolidin-1-ylmethyl)benzonitrile hydrochloride), C(=C\C1=CC=CC=C1)/S(=O)(=O)Cl (trans-b-styrenesulfonyl chloride). Product: C(#N)C=1C=C(CN2C([C@H](CC2)NS(=O)(=O)C=CC2=CC=CC=C2)=O)C=CC1 (2-Phenylethenesulfonic acid [1-(3-cyanobenzyl)-2-oxopyrrolidin-3(S)-yl]amide). As a reaction SMILES: Cl.[NH2:2][C@H:3]1[CH2:7][CH2:6][N:5]([CH2:8][C:9]2[CH:10]=[C:11]([CH:14]=[CH:15][CH:16]=2)[C:12]#[N:13])[C:4]1=[O:17].[CH:18](/[S:26](Cl)(=[O:28])=[O:27])=[CH:19]\[C:20]1[CH:25]=[CH:24][CH:23]=[CH:22][CH:21]=1>>[C:12]([C:11]1[CH:10]=[C:9]([CH:16]=[CH:15][CH:14]=1)[CH2:8][N:5]1[CH2:6][CH2:7][C@H:3]([NH:2][S:26]([CH:18]=[CH:19][C:20]2[CH:25]=[CH:24][CH:23]=[CH:22][CH:21]=2)(=[O:28])=[O:27])[C:4]1=[O:17])#[N:13] |f:0.1|. Procedure: The title compound is prepared from 3-(3-(S)-amino-2-oxopyrrolidin-1-ylmethyl)benzonitrile hydrochloride as in EXAMPLE 24, Part B using trans-b-styrenesulfonyl chloride in place of 6-methoxynaphthalene-2-sulfonyl chloride. The crude product is triturated from 50% EtOAc/hexanes to give the title compound as a solid. Reactants: O=C(C1=NSC2=NC3=C(N21)C=CC=C3)C3=CC=CC=C3 (3-(oxophenylmethyl)-1,2,4-thiadiazolo[4,5-a]benzimidazole), N1=CC=CC=C1 (pyridine), Cl.NO (hydroxylamine hydrochloride). The solvent is C(C)O (ethanol). Yields the product ON=C(C1=NSC2=NC3=C(N21)C=CC=C3)C3=CC=CC=C3 (3-[(hydroxyimino) phenylmethyl]-1,2,4-thiadiazolo[4,5-a]benzimidazole). Yield: 89.2%. Reaction SMILES: O=[C:2]([C:15]1[CH:20]=[CH:19][CH:18]=[CH:17][CH:16]=1)[C:3]1[N:10]2[C:6](=[N:7][C:8]3[CH:14]=[CH:13][CH:12]=[CH:11][C:9]=32)[S:5][N:4]=1.N1C=CC=CC=1.Cl.[NH2:28][OH:29]>C(O)C>[OH:29][N:28]=[C:2]([C:15]1[CH:20]=[CH:19][CH:18]=[CH:17][CH:16]=1)[C:3]1[N:10]2[C:6](=[N:7][C:8]3[CH:14]=[CH:13][CH:12]=[CH:11][C:9]=32)[S:5][N:4]=1 |f:2.3|. Procedure details: To a solution of 0.5 g (1.79 mmol) of 3-(oxophenylmethyl)-1,2,4-thiadiazolo[4,5-a]benzimidazole in 7 mL of ethanol was added 0.5 mL (6.46 mmol) of pyridine and 0.5 g (7.20 mmol) of hydroxylamine hydrochloride. The mixture was refluxed for overnight. The precipitate was collected by filtration, and washed with methanol and dichloromethane to give the crude product, which was recrystallized from methanol to yield 0.47 g (89%) of the title compound as white crystals. mp 247° C.; 1H NMR (DMSO-d6) δ1... Reactants: BrC=1C=CC(=C(C1)[C@@](CSC(C(=O)OCC)(C)C)(C)NCC1=C(C=C(C=C1)OC)OC)F ((R)-ethyl 2-(2-(5-bromo-2-fluorophenyl)-2-(2,4-dimethoxybenzylamino) propylthio)-2-methylpropanoate), [OH-].[Na+] (NaOH), Cl (HCl). The solvent is C(C)O (ethanol). Reaction conditions: temperature 70 celsius, time 2 hour. Product: BrC=1C=CC(=C(C1)[C@@](CSC(C(=O)O)(C)C)(C)NCC1=C(C=C(C=C1)OC)OC)F ((R)-2-(2-(5-bromo-2-fluorophenyl)-2-(2,4-dimethoxybenzylamino)propylthio)-2-methylpropanoic acid). The yield is 91.5%. RXN SMILES: [Br:1][C:2]1[CH:3]=[CH:4][C:5]([F:32])=[C:6]([C@:8]([NH:20][CH2:21][C:22]2[CH:27]=[CH:26][C:25]([O:28][CH3:29])=[CH:24][C:23]=2[O:30][CH3:31])([CH3:19])[CH2:9][S:10][C:11]([CH3:18])([CH3:17])[C:12]([O:14]CC)=[O:13])[CH:7]=1.[OH-].[Na+].Cl>C(O)C>[Br:1][C:2]1[CH:3]=[CH:4][C:5]([F:32])=[C:6]([C@:8]([NH:20][CH2:21][C:22]2[CH:27]=[CH:26][C:25]([O:28][CH3:29])=[CH:24][C:23]=2[O:30][CH3:31])([CH3:19])[CH2:9][S:10][C:11]([CH3:18])([CH3:17])[C:12]([OH:14])=[O:13])[CH:7]=1 |f:1.2|. Reported procedure: To a solution of (R)-ethyl 2-(2-(5-bromo-2-fluorophenyl)-2-(2,4-dimethoxybenzylamino) propylthio)-2-methylpropanoate (3 g, 5.68 mmol, Eq: 1.00) in ethanol (35.7 ml) was added 3 N NaOH (3.78 ml, 11.4 mmol, Eq: 2.0). The reaction mixture was stirred at 70° C. for 2 hours. 1 N HCl (11.4 ml, 11.4 mmol, Eq: 2.0) was added to the reaction mixture at 23° C. (pH=5-6) and evaporated. The residue was triturated with dichloromethane/methanol 9:1, solid Na2SO4 was added. The mixture was filtered off. The fi...